This data is from the Open Reaction Database (ORD), a public repository of structured organic reaction records. The task is: describe an organic reaction: reactants, conditions, products, and yield Reactants: Cl (hydrochloric acid), Cl.NO (Hydroxylamine hydrochloride), BrC=1C(=C(SC1C=O)C(=O)OC)C (methyl 4-bromo-5-formyl-3-methylthiophene-2-carboxylate), FC(C(=O)OC(C(F)(F)F)=O)(F)F (trifluoroacetic anhydride). Solvent: C(C)(=O)OCC (ethyl acetate), C(C)#N (acetonitrile), N1=CC=CC=C1 (pyridine). Reaction conditions: time 2 hour. Yields the product BrC=1C(=C(SC1C#N)C(=O)OC)C (Methyl 4-bromo-5-cyano-3-methylthiophene-2-carboxylate). Isolated yield 91.5%. Reaction SMILES: Cl.[NH2:2]O.[Br:4][C:5]1[C:6]([CH3:16])=[C:7]([C:12]([O:14][CH3:15])=[O:13])[S:8][C:9]=1[CH:10]=O.FC(F)(F)C(OC(=O)C(F)(F)F)=O.Cl>C(#N)C.N1C=CC=CC=1.C(OCC)(=O)C>[Br:4][C:5]1[C:6]([CH3:16])=[C:7]([C:12]([O:14][CH3:15])=[O:13])[S:8][C:9]=1[C:10]#[N:2] |f:0.1|. Reported procedure: Hydroxylamine hydrochloride (5 g, 72 mmol) was added to a solution of methyl 4-bromo-5-formyl-3-methylthiophene-2-carboxylate (16.5 g, 63 mmol) in acetonitrile (175 mL) and pyridine (30 mL). The resulting solution was stirred at room temperature for 2 h, then trifluoroacetic anhydride (21.3 mL, 153 mmol). After 3 h the reaction mixture was poured into ethyl acetate and aqueous hydrochloric acid. The organic layer was separated, washed with hydrochloric acid and water, dried over sodium sulphate ... Reactants: FC1=NC=CC=C1I (2-Fluoro-3-iodopyridine), C1(CC1)[B-](F)(F)F.[K+] (potassium cyclopropyltrifluoroborate), C1(CCCCC1)P(C1CCCCC1)C1CCCCC1 (Tricyclohexylphosphine), P(=O)([O-])([O-])[O-].[K+].[K+].[K+] (tri-potassium phosphate). The reagents and catalysts are C(C)(=O)[O-].[Pd+2].C(C)(=O)[O-] (palladium (II) acetate). Solvent: C1(=CC=CC=C1)C (toluene), O (water), O (water). Reaction conditions: temperature 130 celsius. Product: C1(CC1)C=1C(=NC=CC1)F (3-cyclopropyl-2-fluoro-pyridine). Isolated yield 108.8%. RXN SMILES: [F:1][C:2]1[C:7](I)=[CH:6][CH:5]=[CH:4][N:3]=1.[CH:9]1([B-](F)(F)F)[CH2:11][CH2:10]1.[K+].C1(P(C2CCCCC2)C2CCCCC2)CCCCC1.P([O-])([O-])([O-])=O.[K+].[K+].[K+]>C1(C)C=CC=CC=1.C([O-])(=O)C.[Pd+2].C([O-])(=O)C.O>[CH:9]1([C:7]2[C:2]([F:1])=[N:3][CH:4]=[CH:5][CH:6]=2)[CH2:11][CH2:10]1 |f:1.2,4.5.6.7,9.10.11|. Reported procedure: 2-Fluoro-3-iodopyridine (300 mg, 1.34 mmol), potassium cyclopropyltrifluoroborate (498 mg, 3.36 mmol), palladium (II) acetate (30 mg, 0.135 mmol) are dissolved in toluene (4 mL) under a nitrogen flow. Tricyclohexylphosphine (75 mg, 0.27 mmol), tri-potassium phosphate (1.1 g, 5.38 mmol) and water (0.4 mL) are added and the reaction mixture is heated under microwave irradation (130° C.) for 2 h. At rt, water is added and the aqueous layer is extracted with DCM. Then the organic layer is washed wit... Starting materials: ( 3 ), ClCC1CC(CC(O1)=O)=O ((-)-6-chloromethyltetrahydropyran-2,4-dione). Reagents/catalysts: [Pt](=O)=O (platinum dioxide). Run in C(C)(=O)OCC (ethyl acetate). Run at time 7 hour. Yields the product ClCC1CC(CC(O1)=O)O ((+)-6-chloromethyl-4-hydroxytetrahydropyran-2-one). The yield is 73.1%. As a reaction SMILES: [Cl:1][CH2:2][CH:3]1[O:8][C:7](=[O:9])[CH2:6][C:5](=[O:10])[CH2:4]1>[Pt](=O)=O.C(OCC)(=O)C>[Cl:1][CH2:2][CH:3]1[O:8][C:7](=[O:9])[CH2:6][CH:5]([OH:10])[CH2:4]1. Procedure: A mixture of 270 mg (1.66 mmol) of (-)-6-chloromethyltetrahydropyran-2,4-dione obtained in Example 1, 10 mg platinum dioxide and 100 ml of ethyl acetate was stirred for 7 hours under hydrogen atmosphere. After completion of the reaction, the catalyst was removed by filtration, and the solvent was distilled off to obtain 199.6 mg (yield 73%) of (+)-6-chloromethyl-4-hydroxytetrahydropyran-2-one [a compound of the formula (3)] having The reactants are O=C([O-])O, CCO, O=[N+]([O-])c1ccc(F)cc1, NCCCCCC(=O)O, [Na+], [Na+], [OH-], O. The product is O=C(O)CCCCCNc1ccc([N+](=O)[O-])cc1. As a reaction SMILES: [C:12](=[O:13])([OH:14])[O-:15].[CH3:28][CH2:29][OH:30].[F:17][c:18]1[cH:19][cH:20][c:21]([N+:24](=[O:25])[O-:26])[cH:22][cH:23]1.[NH2:1][CH2:2][CH2:3][CH2:4][CH2:5][CH2:6][C:7](=[O:8])[OH:9].[Na+:11].[Na+:16].[OH-:10].[OH2:27]>>[NH:1]([CH2:2][CH2:3][CH2:4][CH2:5][CH2:6][C:7](=[O:8])[OH:9])[c:18]1[cH:19][cH:20][c:21]([N+:24](=[O:25])[O-:26])[cH:22][cH:23]1. The solvent is C1(=CC=CC=C1)C (toluene). Procedure: 2-(2-(Dimethylamino)ethylamino)-3-fluorobenzaldehyde (157 mg, 0.7467 mmol) and 3,3-dimethylbutan-1-amine (150 μL, 1.115 mmol) were stirred at RT in toluene (5 mL) with 4 Å MS overnight. The suspension was filtered and volatiles removed on a rotary evaporator at 40° C. 1H-NMR was consistent with 2-((E)-(3,3-dimethylbutylimino)methyl)-N-(2-(dimethylamino)ethyl)-6-fluorobenzenamine (175 mg). The crude product was carried on to next reaction. As a reaction SMILES: [CH3:1][N:2]([CH3:15])[CH2:3][CH2:4][NH:5][C:6]1[C:13]([F:14])=[CH:12][CH:11]=[CH:10][C:7]=1[CH:8]=O.[CH3:16][C:17]([CH3:22])([CH3:21])[CH2:18][CH2:19][NH2:20]>C1(C)C=CC=CC=1>[CH3:16][C:17]([CH3:22])([CH3:21])[CH2:18][CH2:19]/[N:20]=[CH:8]/[C:7]1[CH:10]=[CH:11][CH:12]=[C:13]([F:14])[C:6]=1[NH:5][CH2:4][CH2:3][N:2]([CH3:15])[CH3:1]. The reactants are CN(CCNC1=C(C=O)C=CC=C1F)C (2-(2-(Dimethylamino)ethylamino)-3-fluorobenzaldehyde), CC(CCN)(C)C (3,3-dimethylbutan-1-amine). Product: CC(CC\N=C\C1=C(C(=CC=C1)F)NCCN(C)C)(C)C (2-((E)-(3,3-Dimethylbutylimino)methyl)-N-(2-(dimethylamino)ethyl)-6-fluorobenzenamine). Starting materials: CCOC(=O)Cn1cc(CC)c2cc(OCc3sc(-c4ccc(C(F)(F)F)cc4)nc3C)ccc21, C1CCOC1, CCOCC, [Li+], [OH-]. Product: CCc1cn(CC(=O)O)c2ccc(OCc3sc(-c4ccc(C(F)(F)F)cc4)nc3C)cc12. As a reaction SMILES: [CH2:3]([CH3:4])[O:5][C:6]([CH2:7][n:8]1[cH:9][c:10]([CH2:35][CH3:36])[c:11]2[cH:12][c:13]([O:17][CH2:18][c:19]3[c:20]([CH3:34])[n:21][c:22](-[c:24]4[cH:25][cH:26][c:27]([C:30]([F:31])([F:32])[F:33])[cH:28][cH:29]4)[s:23]3)[cH:14][cH:15][c:16]12)=[O:37].[CH2:43]1[O:44][CH2:45][CH2:46][CH2:47]1.[CH3:38][CH2:39][O:40][CH2:41][CH3:42].[Li+:2].[OH-:1]>>[O:5]=[C:6]([CH2:7][n:8]1[cH:9][c:10]([CH2:35][CH3:36])[c:11]2[cH:12][c:13]([O:17][CH2:18][c:19]3[c:20]([CH3:34])[n:21][c:22](-[c:24]4[cH:25][cH:26][c:27]([C:30]([F:31])([F:32])[F:33])[cH:28][cH:29]4)[s:23]3)[cH:14][cH:15][c:16]12)[OH:37]. Starting materials: OO (hydrogen peroxide), C([O-])([O-])=O.[K+].[K+] (potassium carbonate), [C@@H](C)(CC)NC=1C(=CC(=C(C(=O)OC)C1)C(F)(F)F)C#N ((R)-Methyl 5-(sec-butylamino)-4-cyano-2-(trifluoromethyl)benzoate). Run in CS(=O)C (DMSO). Product: [C@@H](C)(CC)NC=1C(=CC(=C(C(=O)OC)C1)C(F)(F)F)C(=O)N ((R)-methyl 5-(sec-butylamino)-4-aminocarbonyl-2-(trifluoromethyl)benzoate). Isolated yield 197.7%. Reaction SMILES: [C@H:1]([NH:5][C:6]1[C:7]([C:20]#[N:21])=[CH:8][C:9]([C:16]([F:19])([F:18])[F:17])=[C:10]([CH:15]=1)[C:11]([O:13][CH3:14])=[O:12])([CH2:3][CH3:4])[CH3:2].OO.C(=O)([O-])[O-:25].[K+].[K+]>CS(C)=O>[C@H:1]([NH:5][C:6]1[C:7]([C:20]([NH2:21])=[O:25])=[CH:8][C:9]([C:16]([F:19])([F:18])[F:17])=[C:10]([CH:15]=1)[C:11]([O:13][CH3:14])=[O:12])([CH2:3][CH3:4])[CH3:2] |f:2.3.4|. Procedure details: (R)-Methyl 5-(sec-butylamino)-4-cyano-2-(trifluoromethyl)benzoate (45 mg, 0.150 mmol) was dissolved in DMSO (1 mL) and was treated with 30% aqueous hydrogen peroxide (0.05 mL) and potassium carbonate (6 mg, 0.043 mmol) at ambient temperature for 2 h. The reaction mixture was partitioned between ethyl acetate and water. The aqueous portion was extracted with ethyl acetate. The combined organic portion was dried over sodium sulfate, then filtered and concentrated to afford a yellow oil which was p... RXN SMILES: [C:1]([O:2][C:3](=[O:4])[N:8]1[CH2:9][C:10](=[O:36])[N:11]([CH2:15][CH2:16][CH2:17][CH2:18][N:19]([CH2:20][CH2:21][CH3:22])[CH:23]([CH2:24][c:25]2[cH:26][cH:27][c:28]([S:31](=[O:32])(=[O:33])[CH3:34])[cH:29][cH:30]2)[CH3:35])[CH2:12][CH2:13][CH2:14]1)([CH3:5])([CH3:6])[CH3:7].[ClH:37].[Na+:38].[Na+:39].[O-:40][C:41](=[O:42])[O-:43]>>[NH:8]1[CH2:9][C:10](=[O:36])[N:11]([CH2:15][CH2:16][CH2:17][CH2:18][N:19]([CH2:20][CH2:21][CH3:22])[CH:23]([CH2:24][c:25]2[cH:26][cH:27][c:28]([S:31](=[O:32])(=[O:33])[CH3:34])[cH:29][cH:30]2)[CH3:35])[CH2:12][CH2:13][CH2:14]1. The reactants are CCCN(CCCCN1CCCN(C(=O)OC(C)(C)C)CC1=O)C(C)Cc1ccc(S(C)(=O)=O)cc1, Cl, [Na+], [Na+], O=C([O-])[O-]. Product: CCCN(CCCCN1CCCNCC1=O)C(C)Cc1ccc(S(C)(=O)=O)cc1. Reactants: C1=CC(=CC(=C1)Cl)C(=O)OO (m-CPBA), C(C)(=O)C1=CC=C(S1)C=1C=C(C=NC1)NC=1N=C(N=NC1C(=O)N)N[C@H]1[C@H](CCCC1)N (5-(5-(5-Acetylthiophen-2-yl)pyridin-3-ylamino)-3-((1R,2S)-2-aminocyclohexylamino)-1,2,4-triazine-6-carboxamide). Product: C(C)(=O)C1=CC=C(S1)C=1C=[N+](C=C(C1)NC=1N=C(N=NC1C(N)=O)N[C@H]1[C@H](CCCC1)N)[O-] (3-(5-Acetylthiophen-2-yl)-5-(3-((1R,2S)-2-aminocyclohexylamino)-6-carbamoyl-1,2,4-triazin-5 ylamino)pyridine 1-oxide). Reaction SMILES: C1C=C(Cl)C=C(C(OO)=[O:9])C=1.[C:12]([C:15]1[S:19][C:18]([C:20]2[CH:21]=[C:22]([NH:26][C:27]3[N:28]=[C:29]([NH:36][C@@H:37]4[CH2:42][CH2:41][CH2:40][CH2:39][C@@H:38]4[NH2:43])[N:30]=[N:31][C:32]=3[C:33]([NH2:35])=[O:34])[CH:23]=[N:24][CH:25]=2)=[CH:17][CH:16]=1)(=[O:14])[CH3:13]>>[C:12]([C:15]1[S:19][C:18]([C:20]2[CH:25]=[N+:24]([O-:9])[CH:23]=[C:22]([NH:26][C:27]3[N:28]=[C:29]([NH:36][C@@H:37]4[CH2:42][CH2:41][CH2:40][CH2:39][C@@H:38]4[NH2:43])[N:30]=[N:31][C:32]=3[C:33](=[O:34])[NH2:35])[CH:21]=2)=[CH:17][CH:16]=1)(=[O:14])[CH3:13]. Procedure details: An excessive quantity of m-CPBA was used, and a method similar to that in Example 1 (Step 3) and (Step 4), a method according to these methods, or a combination of them with routine procedures was used for 3-(methylthio)-5-(5-(5-acetylthiophen-2-yl)pyridin-3-ylamino)-1,2,4-triazine-6-carboxamide obtained in Example 15 to obtain the titled compound as a white solid. The reactants are O (water), FC(OC=1C=C(C=CC1)N1C(C(CC1)NC(C(CCl)(C)C)=O)=O)(F)F (1-(3-trifluoromethoxyphenyl)-3-(3-chloro-2,2-dimethylpropanoyl)amino-2-pyrrolidinone), [OH-].[Na+] (sodium hydroxide). Solvent: C1CCOC1 (THF), oil. Conditions: time 5 minute. The product is FC(OC=1C=C(C=CC1)N1C(C(CC1)N1C(C(C1)(C)C)=O)=O)(F)F (1-[1-(3-Trifluoromethoxyphenyl)pyrrolidin-2-one-3-yl]-3,3-dimethylazetidin-2-one). Isolated yield 71.4%. RXN SMILES: [F:1][C:2]([F:25])([F:24])[O:3][C:4]1[CH:5]=[C:6]([N:10]2[CH2:14][CH2:13][CH:12]([NH:15][C:16](=[O:22])[C:17]([CH3:21])([CH3:20])[CH2:18]Cl)[C:11]2=[O:23])[CH:7]=[CH:8][CH:9]=1.[OH-].[Na+].O>C1COCC1>[F:1][C:2]([F:25])([F:24])[O:3][C:4]1[CH:5]=[C:6]([N:10]2[CH2:14][CH2:13][CH:12]([N:15]3[CH2:18][C:17]([CH3:21])([CH3:20])[C:16]3=[O:22])[C:11]2=[O:23])[CH:7]=[CH:8][CH:9]=1 |f:1.2|. Reported procedure: A stirred solution of 1-(3-trifluoromethoxyphenyl)-3-(3-chloro-2,2-dimethylpropanoyl)amino-2-pyrrolidinone (0.31 g) in THF (5 ml) was treated with a 60% dispersion of sodium hydroxide in oil (0.036 g). Once the effervescence had ceased, the yellow mixture was stirred for 5 min then poured into water. The mixture was extracted with dichloromethane (x2), the combined extracts were washed with brine and dried (MgSO4). Evaporation of the solvent under reduced pressure left an oil, which was purified...